The task is: describe an organic reaction: reactants, conditions, products, and yield. This data is from the Open Reaction Database (ORD), a public repository of structured organic reaction records. Yields the product C=CCOC(=O)N1CC(O[Si](C)(C)C(C)(C)C)CC1C(Cl)c1cncnc1. The reactants are C=CCOC(=O)N1CC(O[Si](C)(C)C(C)(C)C)CC1C(O)c1cncnc1, ClCCl, [Na+], [OH-], O=S(Cl)Cl, Cc1cccc(C)n1. Reaction SMILES: [CH2:13]([CH:14]=[CH2:15])[O:16][C:17](=[O:18])[N:19]1[CH:20]([CH:32]([OH:33])[c:34]2[cH:35][n:36][cH:37][n:38][cH:39]2)[CH2:21][CH:22]([O:24][Si:25]([CH3:26])([CH3:27])[C:28]([CH3:29])([CH3:30])[CH3:31])[CH2:23]1.[Cl:42][CH2:43][Cl:44].[Na+:41].[OH-:40].[S:1]([Cl:2])([Cl:3])=[O:4].[n:5]1[c:6]([CH3:7])[cH:8][cH:9][cH:10][c:11]1[CH3:12]>>[Cl:3][CH:32]([CH:20]1[N:19]([C:17]([O:16][CH2:13][CH:14]=[CH2:15])=[O:18])[CH2:23][CH:22]([O:24][Si:25]([CH3:26])([CH3:27])[C:28]([CH3:29])([CH3:30])[CH3:31])[CH2:21]1)[c:34]1[cH:35][n:36][cH:37][n:38][cH:39]1. The reactants are FC1=CC=C(C#N)C=C1 (4-fluorobenzonitrile), Cl.ON (hydroxyl amine HCl), C([O-])([O-])=O.[K+].[K+] (potassium carbonate). The solvent is C(C)O (ethanol). Conditions: time 16 hour. Yields the product FC1=CC=C(C(NO)=N)C=C1 (4-Fluoro-N-hydroxybenzimidamide). Yield: 70.7%. As a reaction SMILES: [F:1][C:2]1[CH:9]=[CH:8][C:5]([C:6]#[N:7])=[CH:4][CH:3]=1.Cl.[OH:11][NH2:12].C(=O)([O-])[O-].[K+].[K+]>C(O)C>[F:1][C:2]1[CH:9]=[CH:8][C:5]([C:6](=[NH:7])[NH:12][OH:11])=[CH:4][CH:3]=1 |f:1.2,3.4.5|. Procedure: To a solution of 4-fluorobenzonitrile (0.500 g, 4.13 mmol) in ethanol (3 mL) was added hydroxyl amine HCl (0.427 g, 6.19 mmol) and potassium carbonate (1.14 g, 8.26 mmol). The reaction mass was stirred at RT for 15-17 h. Excess of solvent was removed under vacuum. The obtained residue was diluted with water, acidified with dilute HCl and extracted with DCM. The organic layer was separated, dried over anhydrous sodium sulphate and concentrated to afford 0.450 g of desired product. 1H NMR (300 MHz...